From a dataset of the Open Reaction Database (ORD), a public repository of structured organic reaction records. describe an organic reaction: reactants, conditions, products, and yield Reactants: C(C)(=O)OC(=C)C (isopropenyl acetate), N(=O)OC(C)(C)CC (tert-amyl nitrite), ClC1=C(N)C(=CC(=C1)Cl)Cl (2,4,6-trichloroaniline). Run in C(C)#N (acetonitrile), C(C)#N (acetonitrile). The product is ClC1=C(C(=CC(=C1)Cl)Cl)CC(C)=O (1-(2,4,6-trichlorophenyl)-propan-2-one). Yield: 141.0%. As a reaction SMILES: C([O:4][C:5]([CH3:7])=[CH2:6])(=O)C.N(OC(CC)(C)C)=O.[Cl:16][C:17]1[CH:23]=[C:22]([Cl:24])[CH:21]=[C:20]([Cl:25])[C:18]=1N>C(#N)C>[Cl:16][C:17]1[CH:23]=[C:22]([Cl:24])[CH:21]=[C:20]([Cl:25])[C:18]=1[CH2:4][C:5](=[O:6])[CH3:7]. Procedure details: In a 50 ml three-neck flask equipped with stirring, cooling funnel, dropping funnel and thermometer under nitrogen at ambient temperature filled with acetonitrile (20 ml), isopropenyl acetate (31 g, 0.31 mol) and tert-amyl nitrite (3.6 g, 0.031 mol). The resulting suspension is stirred for 15 min at ambient temperature. A solution of 2,4,6-trichloroaniline (4.0 g, 0.020 mol), dissolved in acetonitrile (20 ml) was added dropwise over a period of 25 minutes. During the exothermic addition, bubblin... Starting materials: CCCCCCCCC=CCCCCCCCC(=O)Cl, CCCCCCCCCCCCCCCCCCNC1OC(C)C(O)C(O)C1O, CO, ClCCl. Yields the product CCCCCCCCC=CCCCCCCCC(=O)N(CCCCCCCCCCCCCCCCCC)C1OC(C)C(O)C(O)C1O. Reaction SMILES: [C:30]([CH2:31][CH2:32][CH2:33][CH2:34][CH2:35][CH2:36][CH2:37][CH:38]=[CH:39][CH2:40][CH2:41][CH2:42][CH2:43][CH2:44][CH2:45][CH2:46][CH3:47])(=[O:48])[Cl:49].[CH2:1]([CH2:2][CH2:3][CH2:4][CH2:5][CH2:6][CH2:7][CH2:8][CH2:9][CH2:10][CH2:11][CH2:12][CH2:13][CH2:14][CH2:15][CH2:16][CH2:17][CH3:18])[NH:19][CH:20]1[CH:21]([OH:22])[CH:23]([OH:24])[CH:25]([OH:26])[CH:27]([CH3:29])[O:28]1.[CH3:53][OH:54].[Cl:50][CH2:51][Cl:52]>>[CH2:1]([CH2:2][CH2:3][CH2:4][CH2:5][CH2:6][CH2:7][CH2:8][CH2:9][CH2:10][CH2:11][CH2:12][CH2:13][CH2:14][CH2:15][CH2:16][CH2:17][CH3:18])[N:19]([CH:20]1[CH:21]([OH:22])[CH:23]([OH:24])[CH:25]([OH:26])[CH:27]([CH3:29])[O:28]1)[C:30]([CH2:31][CH2:32][CH2:33][CH2:34][CH2:35][CH2:36][CH2:37][CH:38]=[CH:39][CH2:40][CH2:41][CH2:42][CH2:43][CH2:44][CH2:45][CH2:46][CH3:47])=[O:48]. Starting materials: [Na] (sodium), [O-]CC.[Na+] (sodium ethoxide), S[C@H](C(=O)O)CC(C)C ((S)-2-mercapto-4-methylpentanoic acid). The solvent is C(C)O (ethanol), C(C)O (ethanol). Conditions: time 5 minute. The product is [O-]CC.[Na+] (sodium ethoxide), SC(C(=O)O)CC(C)C (2-Mercapto-4-Methylpentanoic Acid), S[C@H](C(=O)O)CC(C)C ((S)-2-mercapto-4-methylpentanoic acid), clear oil. Reaction SMILES: [Na].[O-:2][CH2:3][CH3:4].[Na+:5].[SH:6][C@@H:7]([CH2:11][CH:12]([CH3:14])[CH3:13])[C:8]([OH:10])=[O:9]>C(O)C>[O-:2][CH2:3][CH3:4].[Na+:5].[SH:6][CH:7]([CH2:11][CH:12]([CH3:14])[CH3:13])[C:8]([OH:10])=[O:9].[SH:6][C@@H:7]([CH2:11][CH:12]([CH3:14])[CH3:13])[C:8]([OH:10])=[O:9] |f:1.2,5.6,^1:0|. Reported procedure: A 0.43 M solution of sodium ethoxide (Solution A) was prepared with freshly cut sodium and anhydrous ethanol. An ethanol solution of Compound 1, (S)-2-mercapto-4-methylpentanoic acid (0.72 g in 25 mls), (solution B), was prepared. A 13.5 ml volume of solution A was slowly added to 15 ml of solution B under nitrogen atmosphere. The solution was stirred for five minutes, and the ethanol removed in vacuo, and the white solid repeatedly evaporated with benzene until dry. The resulting disodium salt ... Reactants: CCOP(=O)(C=CC1CC(OC(=O)c2ccccc2)C(n2cnc3c(OC(=O)N(c4ccccc4)c4ccccc4)nc(NC(C)=O)nc32)O1)OCC, CCOP(=O)(C=CC1CC(C(=O)c2ccccc2)C(C(=O)c2ccccc2)O1)OCC, CC#N, Cl[Sn](Cl)(Cl)Cl, [Na+], O=C([O-])O, Nc1nc2nn[nH]c2c(=O)[nH]1. Product: CCOP(=O)(C=CC1CC(OC(=O)c2ccccc2)C(n2nnc3c(=O)[nH]c(N)nc32)O1)OCC. RXN SMILES: [C:12]([NH:13][c:14]1[n:15][c:16]2[c:17]([n:18][cH:19][n:20]2[CH:25]2[O:26][CH:27]([CH:39]=[CH:40][P:41](=[O:42])([O:43][CH2:44][CH3:45])[O:46][CH2:47][CH3:48])[CH2:28][CH:29]2[O:30][C:31]([c:32]2[cH:33][cH:34][cH:35][cH:36][cH:37]2)=[O:38])[c:21]([O:22][C:23](=[O:24])[N:49]([c:50]2[cH:51][cH:52][cH:53][cH:54][cH:55]2)[c:56]2[cH:57][cH:58][cH:59][cH:60][cH:61]2)[n:62]1)(=[O:63])[CH3:64].[CH2:65]([O:66][P:67]([CH:68]=[CH:69][CH:70]1[CH2:71][CH:72]([C:73](=[O:74])[c:75]2[cH:76][cH:77][cH:78][cH:79][cH:80]2)[CH:81]([C:82](=[O:83])[c:84]2[cH:85][cH:86][cH:87][cH:88][cH:89]2)[O:90]1)(=[O:91])[O:92][CH2:93][CH3:94])[CH3:95].[CH3:106][C:107]#[N:108].[Cl:96][Sn:97]([Cl:98])([Cl:99])[Cl:100].[Na+:105].[O-:101][C:102]([OH:103])=[O:104].[nH:1]1[c:2]([NH2:3])[n:4][c:5]2[n:6][n:7][nH:8][c:9]2[c:10]1=[O:11]>>[nH:1]1[c:2]([NH2:3])[n:4][c:5]2[n:6]([CH:25]3[O:26][CH:27]([CH:39]=[CH:40][P:41](=[O:42])([O:43][CH2:44][CH3:45])[O:46][CH2:47][CH3:48])[CH2:28][CH:29]3[O:30][C:31]([c:32]3[cH:33][cH:34][cH:35][cH:36][cH:37]3)=[O:38])[n:7][n:8][c:9]2[c:10]1=[O:11]. The reactants are C(C1=CC=CC=C1)OC=1C(=C(C(=O)O)C=CC1)C(C1=C(C=C(C=C1OCC1=CC=CC=C1)C(=O)OC(C)(C)C)OCC1=CC=CC=C1)=O (3-benzyloxy-2-(2,6-dibenzyloxy-4-(1,1-dimethylethoxycarbonyl)benzoyl)benzoic acid), C([O-])([O-])=O.[K+].[K+] (potassium carbonate), C(C1=CC=CC=C1)Br (benzyl bromide), O (water). The solvent is CN(C=O)C (dimethylformamide). Reaction conditions: time 13 hour. The product is C(C1=CC=CC=C1)OC1=CC=CC(=C1C(=O)C1=C(C=C(C(=O)OC(C)(C)C)C=C1OCC1=CC=CC=C1)OCC1=CC=CC=C1)C(=O)OCC1=CC=CC=C1 (1,1-Dimethylethyl 4-(6-Benzyloxy-2-(benzyloxycarbonyl)benzoyl)-3,5-dibenzyloxybenzoate). Isolated yield 73.0%. As a reaction SMILES: [CH2:1]([O:8][C:9]1[C:10]([C:18](=[O:48])[C:19]2[C:24]([O:25][CH2:26][C:27]3[CH:32]=[CH:31][CH:30]=[CH:29][CH:28]=3)=[CH:23][C:22]([C:33]([O:35][C:36]([CH3:39])([CH3:38])[CH3:37])=[O:34])=[CH:21][C:20]=2[O:40][CH2:41][C:42]2[CH:47]=[CH:46][CH:45]=[CH:44][CH:43]=2)=[C:11]([CH:15]=[CH:16][CH:17]=1)[C:12]([OH:14])=[O:13])[C:2]1[CH:7]=[CH:6][CH:5]=[CH:4][CH:3]=1.C(=O)([O-])[O-].[K+].[K+].[CH2:55](Br)[C:56]1[CH:61]=[CH:60][CH:59]=[CH:58][CH:57]=1.O>CN(C)C=O>[CH2:1]([O:8][C:9]1[C:10]([C:18]([C:19]2[C:20]([O:40][CH2:41][C:42]3[CH:47]=[CH:46][CH:45]=[CH:44][CH:43]=3)=[CH:21][C:22]([C:33]([O:35][C:36]([CH3:39])([CH3:38])[CH3:37])=[O:34])=[CH:23][C:24]=2[O:25][CH2:26][C:27]2[CH:28]=[CH:29][CH:30]=[CH:31][CH:32]=2)=[O:48])=[C:11]([C:12]([O:14][CH2:55][C:56]2[CH:61]=[CH:60][CH:59]=[CH:58][CH:57]=2)=[O:13])[CH:15]=[CH:16][CH:17]=1)[C:2]1[CH:3]=[CH:4][CH:5]=[CH:6][CH:7]=1 |f:1.2.3|. Procedure details: To a solution of 5.98 g (9.28 mmol) of 3-benzyloxy-2-(2,6-dibenzyloxy-4-(1,1-dimethylethoxycarbonyl)benzoyl)benzoic acid in 75 mL of dry dimethylformamide was added 3.85 g (27.9 mmol) of potassium carbonate and 1.21 mL (1.74 g, 10.2 mmol) of benzyl bromide. The solution was stirred at room temperature under a nitrogen atmosphere for 13 h. The mixture was then poured onto 800 mL of water and extracted with three 400 mL portions of ether. The organic extracts were washed twice with water and then ...